This data is from the Open Reaction Database (ORD), a public repository of structured organic reaction records. The task is: describe an organic reaction: reactants, conditions, products, and yield Reactants: C(CCCCC)(=O)Cl (hexanoyl chloride), Cl.NC(C(C)=O)C1=CC=CC=C1 (1-amino-1-phenyl-2-propanone hydrochloride), O (water), C([O-])([O-])=O.[K+].[K+] (potassium carbonate). Solvent: C(C)(=O)OCC (ethyl acetate). Product: C(CCCCC)(=O)NC(C(C)=O)C1=CC=CC=C1 (1-hexanoylamino-1-phenyl-2-propanone). As a reaction SMILES: Cl.[NH2:2][CH:3]([C:7]1[CH:12]=[CH:11][CH:10]=[CH:9][CH:8]=1)[C:4](=[O:6])[CH3:5].O.C(=O)([O-])[O-].[K+].[K+].[C:20](Cl)(=[O:26])[CH2:21][CH2:22][CH2:23][CH2:24][CH3:25]>C(OCC)(=O)C>[C:20]([NH:2][CH:3]([C:7]1[CH:12]=[CH:11][CH:10]=[CH:9][CH:8]=1)[C:4](=[O:6])[CH3:5])(=[O:26])[CH2:21][CH2:22][CH2:23][CH2:24][CH3:25] |f:0.1,3.4.5|. Procedure: To a mixture of 1-amino-1-phenyl-2-propanone hydrochloride (5.55 g), water (40 ml), ethyl acetate (75 ml) and potassium carbonate (4.55 g) was added dropwise hexanoyl chloride (4.42 g) under ice-cooling and stirring. The mixture was further stirred for an hour with ice-cooling. The ethyl acetate layer was separated, washed with water, diluted hydrochloric acid and water in that order, and dried over anhydrous magnesium sulfate. The solvent was then distilled off and the residue was recrystallize... Starting materials: Cl.C(N)(=N)N1CCC(CC1)CCC(=O)O (1-amidino-4-piperidinepropionic acid hydrochloride), C(C)(C)(C)C1=CC=C(C=C1)S (p-t-butyl thiophenol), C1(CCCCC1)N=C=NC1CCCCC1 (dicyclohexylcarbodiimide), CN(C=O)C (dimethylformamide). Run in O (Water). Run at time 10 hour. Product: Cl.C(N)(=N)N1CCC(CC1)CCC(=O)OSC1=CC=C(C=C1)C(C)(C)C (p-t-butylphenylthio 1-amidino-4-piperidinepropionate hydrochloride). The yield is 45.2%. As a reaction SMILES: [ClH:1].[C:2]([N:5]1[CH2:10][CH2:9][CH:8]([CH2:11][CH2:12][C:13]([OH:15])=[O:14])[CH2:7][CH2:6]1)(=[NH:4])[NH2:3].[C:16]([C:20]1[CH:25]=[CH:24][C:23]([SH:26])=[CH:22][CH:21]=1)([CH3:19])([CH3:18])[CH3:17].C1(N=C=NC2CCCCC2)CCCCC1.CN(C)C=O>O>[ClH:1].[C:2]([N:5]1[CH2:10][CH2:9][CH:8]([CH2:11][CH2:12][C:13]([O:15][S:26][C:23]2[CH:24]=[CH:25][C:20]([C:16]([CH3:19])([CH3:18])[CH3:17])=[CH:21][CH:22]=2)=[O:14])[CH2:7][CH2:6]1)(=[NH:3])[NH2:4] |f:0.1,6.7|. Procedure: A mixture of 3 g of 1-amidino-4-piperidinepropionic acid hydrochloride, 2.2 g of p-t-butyl thiophenol, 2.6 g of dicyclohexylcarbodiimide and 18 ml of dry dimethylformamide was stirred at room temperature for 10 hours. After removal of any insoluble materials, the solvent was removed under reduced pressure. The residue was washed with ether and dissolved in t-butanol. Ether was added to the solution to give an oily substance. Water was added to the oily substance, and the mixture was allowed to s... Reactants: COC(=O)CCCCCOc1ccc(N=C=O)cc1, O, OCCO. The product is COC(=O)CCCCCOc1ccc(NC(=O)OCCO)cc1. RXN SMILES: [CH3:1][O:2][C:3]([CH2:4][CH2:5][CH2:6][CH2:7][CH2:8][O:9][c:10]1[cH:11][cH:12][c:13]([N:16]=[C:17]=[O:18])[cH:14][cH:15]1)=[O:19].[OH2:24].[OH:20][CH2:21][CH2:22][OH:23]>>[CH3:1][O:2][C:3]([CH2:4][CH2:5][CH2:6][CH2:7][CH2:8][O:9][c:10]1[cH:11][cH:12][c:13]([NH:16][C:17](=[O:18])[O:20][CH2:21][CH2:22][OH:23])[cH:14][cH:15]1)=[O:19]. Starting materials: O=[N+]([O-])C1CN(Cc2ccccc2)CC1c1ccccc1, CCOC(C)=O, [Na+], O=C([O-])O. Yields the product NC1CN(Cc2ccccc2)CC1c1ccccc1. As a reaction SMILES: [CH2:1]([c:2]1[cH:3][cH:4][cH:5][cH:6][cH:7]1)[N:8]1[CH2:9][CH:10]([N+:19]([O-:20])=[O:21])[CH:11]([c:13]2[cH:14][cH:15][cH:16][cH:17][cH:18]2)[CH2:12]1.[CH3:27][CH2:28][O:29][C:30]([CH3:31])=[O:32].[Na+:26].[O-:22][C:23]([OH:24])=[O:25]>>[CH2:1]([c:2]1[cH:3][cH:4][cH:5][cH:6][cH:7]1)[N:8]1[CH2:9][CH:10]([NH2:19])[CH:11]([c:13]2[cH:14][cH:15][cH:16][cH:17][cH:18]2)[CH2:12]1.